This data is from the Open Reaction Database (ORD), a public repository of structured organic reaction records. The task is: describe an organic reaction: reactants, conditions, products, and yield Reactants: C[S-].[Na+] (sodium thiomethoxide), BrC=1C(=C(N)C=CC1)C (3-bromo-2-methylaniline), ice water. The reagents and catalysts are [Cu] (copper). Solvent: CN1CCCC1 (N-methylpyrrolidine). The product is CC1=C(N)C=CC=C1SC (2-Methyl-3-methylthioaniline). As a reaction SMILES: [CH3:1][S-:2].[Na+].Br[C:5]1[C:6]([CH3:12])=[C:7]([CH:9]=[CH:10][CH:11]=1)[NH2:8]>CN1CCCC1.[Cu]>[CH3:12][C:6]1[C:5]([S:2][CH3:1])=[CH:11][CH:10]=[CH:9][C:7]=1[NH2:8] |f:0.1|. Procedure: At 20° C., 4.3 g (61.81 mmol) of sodium thiomethoxide were added with stirring and ice-cooling to 10 g (53.75 mmol) of 3-bromo-2-methylaniline in 100 ml of N-methylpyrrolidine. After addition of 200 mg of copper powder, the reaction mixture was transferred into an autoclave and stirred at 240° C. for 16 h. The reaction solution was subsequently poured into 300 ml of ice-water and extracted 3× with methyl tert-butyl ether. The organic extracts were washed with water, dried and concentrated. The r... Starting materials: Cl (hydrochloric acid), FC1=C(C=CC(=C1NC1=NC=CC=C1C1=C2N=CN(C2=NC=N1)C1OCCCC1)F)NS(=O)(=O)C1=C(N=C(S1)C)C (N-(2,4-difluoro-3-(3-(9-(tetrahydro-2H-pyran-2-yl)-9H-purin-6-yl)pyridin-2-ylamino)phenyl)-2,4-dimethylthiazole-5-sulfonamide), target compound. Conditions: time 2 hour. Yields the product N1=CN=C2NC=NC2=C1C=1C(=NC=CC1)NC=1C(=C(C=CC1F)NS(=O)(=O)C1=C(N=C(S1)C)C)F (N-(3-(3-(9H-purin-6-yl)pyridin-2-ylamino)-2,4-difluorophenyl)-2,4-dimethylthiazole-5-sulfonamide). Isolated yield 91.0%. RXN SMILES: Cl.[F:2][C:3]1[C:8]([NH:9][C:10]2[C:15]([C:16]3[N:24]=[CH:23][N:22]=[C:21]4[C:17]=3[N:18]=[CH:19][N:20]4C3CCCCO3)=[CH:14][CH:13]=[CH:12][N:11]=2)=[C:7]([F:31])[CH:6]=[CH:5][C:4]=1[NH:32][S:33]([C:36]1[S:40][C:39]([CH3:41])=[N:38][C:37]=1[CH3:42])(=[O:35])=[O:34]>>[N:24]1[C:16]([C:15]2[C:10]([NH:9][C:8]3[C:3]([F:2])=[C:4]([NH:32][S:33]([C:36]4[S:40][C:39]([CH3:41])=[N:38][C:37]=4[CH3:42])(=[O:35])=[O:34])[CH:5]=[CH:6][C:7]=3[F:31])=[N:11][CH:12]=[CH:13][CH:14]=2)=[C:17]2[C:21]([NH:20][CH:19]=[N:18]2)=[N:22][CH:23]=1. Reported procedure: 1M aqueous hydrochloric acid solution was added into the N-(2,4-difluoro-3-(3-(9-(tetrahydro-2H-pyran-2-yl)-9H-purin-6-yl)pyridin-2-ylamino)phenyl)-2,4-dimethylthiazole-5-sulfonamide (20 mg, 0.033 mmol) prepared at Step 10 and stirred for 2 hours. After the reaction, the reactant was washed with an aqueous solution of sodium hydrogen carbonate and salt water. After extraction with ethylacetate, the organic layer was dried with sulfuric anhydride magnesium and vacuum concentrated, and then refine... As a reaction SMILES: [Br:31][N:32]1[C:33](=[O:34])[CH2:35][CH2:36][C:37]1=[O:38].[C:26]([Cl:27])([Cl:28])([Cl:29])[Cl:30].[C:39]([O:40][O:41][C:42](=[O:43])[c:44]1[cH:45][cH:46][cH:47][cH:48][cH:49]1)(=[O:50])[c:51]1[cH:52][cH:53][cH:54][cH:55][cH:56]1.[CH3:57][CH2:58][O:59][C:60](=[O:61])[CH3:62].[F:1][c:2]1[cH:3][cH:4][c:5](-[n:8]2[n:9][cH:10][c:11](-[c:16]3[cH:17][cH:18][c:19]([S:22](=[O:23])(=[O:24])[CH3:25])[cH:20][cH:21]3)[c:12]([CH3:15])[c:13]2=[O:14])[cH:6][cH:7]1>>[F:1][c:2]1[cH:3][cH:4][c:5](-[n:8]2[n:9][cH:10][c:11](-[c:16]3[cH:17][cH:18][c:19]([S:22](=[O:23])(=[O:24])[CH3:25])[cH:20][cH:21]3)[c:12]([CH2:15][Br:31])[c:13]2=[O:14])[cH:6][cH:7]1. Starting materials: O=C1CCC(=O)N1Br, ClC(Cl)(Cl)Cl, O=C(OOC(=O)c1ccccc1)c1ccccc1, CCOC(C)=O, Cc1c(-c2ccc(S(C)(=O)=O)cc2)cnn(-c2ccc(F)cc2)c1=O. Product: CS(=O)(=O)c1ccc(-c2cnn(-c3ccc(F)cc3)c(=O)c2CBr)cc1. Reactants: C(CCC)N1C(N(CC1)C)=C (1-n-butyl-3-methyl-2-methylene imidazoline), FC(C(=O)O)(F)F (trifluoroacetic acid). The solvent is C(C)OCC (diethylether). Conditions: temperature -78 celsius, time 8 hour. Yields the product C(CCC)[N+]1=C(N(C=C1)C)C.FC(C(=O)[O-])(F)F (1-n-butyl-2,3-dimethylimidazolium trifluoroacetate). RXN SMILES: [CH2:1]([N:5]1[CH2:9][CH2:8][N:7]([CH3:10])[C:6]1=[CH2:11])[CH2:2][CH2:3][CH3:4].[F:12][C:13]([F:18])([F:17])[C:14]([OH:16])=[O:15]>C(OCC)C>[CH2:1]([N+:5]1[CH:9]=[CH:8][N:7]([CH3:10])[C:6]=1[CH3:11])[CH2:2][CH2:3][CH3:4].[F:12][C:13]([F:18])([F:17])[C:14]([O-:16])=[O:15] |f:3.4|. Procedure details: 1.84 ml (12.09 mmol) 1-n-butyl-3-methyl-2-methylene imidazoline is added to a solution of 1.38 g (12.09 mmol) trifluoroacetic acid in diethylether cooled to −78° C. by means of a syringe. The reaction mixture is slowly warmed to room temperature, wherein a white solid is formed and is stirred overnight at room temperature. Subsequently, all volatile components are removed in vacuum; the residue is washed with 20 ml hexane and, subsequently dried in vacuum. The desired product is obtained as a wh... The reactants are C(C1=CC=CC=C1)(C1=CC=CC=C1)=N (benzophenone imine), C1(=CC=CC=C1)P(C1=C(C2=CC=CC=C2C=C1)C1=C(C=CC2=CC=CC=C12)P(C1=CC=CC=C1)C1=CC=CC=C1)C1=CC=CC=C1 (rac-2,2′-bis(diphenylphosphino)-1,1′-binapthyl), CC(C)([O-])C.[Na+] (sodium tert-butoxide), BrC1=C2C(=NC=C1)N(C=C2)CC2=CC=NC=C2 (4-Bromo-1-pyridin-4-ylmethyl-1H-pyrrolo[2,3-b]pyridine). The reagents and catalysts are C=1C=CC(=CC1)/C=C/C(=O)/C=C/C2=CC=CC=C2.C=1C=CC(=CC1)/C=C/C(=O)/C=C/C2=CC=CC=C2.C=1C=CC(=CC1)/C=C/C(=O)/C=C/C2=CC=CC=C2.[Pd].[Pd] (Pd2dba3). Run in C1(=CC=CC=C1)C (toluene). Yields the product C1(=CC=CC=C1)C(=NC=1C2=C(N=CC1)N(C=C2)CC2=CC=NC=C2)C2=CC=CC=C2 (N-(dipheylmethylene)-1-(pyridin-4-ylmethyl)-1H-pyrrolo[2,3-b]pyridin-4-amine). As a reaction SMILES: C1(P(C2C=CC=CC=2)C2C=CC3C(=CC=CC=3)C=2C2C3C(=CC=CC=3)C=CC=2P(C2C=CC=CC=2)C2C=CC=CC=2)C=CC=CC=1.CC(C)([O-])C.[Na+].Br[C:54]1[CH:59]=[CH:58][N:57]=[C:56]2[N:60]([CH2:63][C:64]3[CH:69]=[CH:68][N:67]=[CH:66][CH:65]=3)[CH:61]=[CH:62][C:55]=12.[C:70](=[NH:83])([C:77]1[CH:82]=[CH:81][CH:80]=[CH:79][CH:78]=1)[C:71]1[CH:76]=[CH:75][CH:74]=[CH:73][CH:72]=1>C1(C)C=CC=CC=1.C1C=CC(/C=C/C(/C=C/C2C=CC=CC=2)=O)=CC=1.C1C=CC(/C=C/C(/C=C/C2C=CC=CC=2)=O)=CC=1.C1C=CC(/C=C/C(/C=C/C2C=CC=CC=2)=O)=CC=1.[Pd].[Pd]>[C:77]1([C:70]([C:71]2[CH:72]=[CH:73][CH:74]=[CH:75][CH:76]=2)=[N:83][C:54]2[C:55]3[CH:62]=[CH:61][N:60]([CH2:63][C:64]4[CH:69]=[CH:68][N:67]=[CH:66][CH:65]=4)[C:56]=3[N:57]=[CH:58][CH:59]=2)[CH:78]=[CH:79][CH:80]=[CH:81][CH:82]=1 |f:1.2,6.7.8.9.10|. Reported procedure: A 25-mL round-bottomed flask equipped with magnetic stirrer and reflux condenser is charged with rac-2,2′-bis(diphenylphosphino)-1,1′-binapthyl (0.040 g, 0.063 mmol), Pd2dba3 (0.019 g, 0.021 mmol) and sodium tert-butoxide (0.282 g, 2.94 mmol). The reaction vessel is then purged with a stream of nitrogen for 0.5 h. After such time, a solution of Compound 1b (0.600 g, 2.10 mmol) in toluene (6 mL) followed by benzophenone imine (0.45 g, 2.51 mmol) is added. The reaction is then heated at reflux for... Reactants: ON1C(C=2C(C1=O)=CC=CC2)=O (N-hydroxyphthalimide), C1(CCCCCCC1)CO (cyclooctanemethanol). The product is C1(CCCCCCC1)CON (O-Cyclooctylmethyl-hydroxylamine). Reaction SMILES: O[N:2]1C(=O)C2=CC=CC=C2C1=O.[CH:13]1([CH2:21][OH:22])[CH2:20][CH2:19][CH2:18][CH2:17][CH2:16][CH2:15][CH2:14]1>>[CH:13]1([CH2:21][O:22][NH2:2])[CH2:20][CH2:19][CH2:18][CH2:17][CH2:16][CH2:15][CH2:14]1. Reported procedure: Prepared by a similar procedure as described for preparation 31. Starting materials: N-hydroxyphthalimide and cyclooctanemethanol (Acros). 13C-NMR (CDCl3) δ 82.3, 36.4, 29.4, 27.0, 26.5, 25.5. Reactants: OBO, Cc1oc(-c2ccc(Br)cc2)nc1CCN1CCCC1, CCS(=O)(=O)c1ccccc1. The product is CCS(=O)(=O)c1ccc(-c2ccc(-c3nc(CCN4CCCC4)c(C)o3)cc2)cc1. Reaction SMILES: [BH:1]([OH:2])[OH:3].[Br:15][c:16]1[cH:17][cH:18][c:19](-[c:22]2[o:23][c:24]([CH3:34])[c:25]([CH2:27][CH2:28][N:29]3[CH2:30][CH2:31][CH2:32][CH2:33]3)[n:26]2)[cH:20][cH:21]1.[CH2:4]([CH3:5])[S:6](=[O:7])(=[O:8])[c:9]1[cH:10][cH:11][cH:12][cH:13][cH:14]1>>[CH2:4]([CH3:5])[S:6](=[O:7])(=[O:8])[c:9]1[cH:10][cH:11][c:12](-[c:16]2[cH:17][cH:18][c:19](-[c:22]3[o:23][c:24]([CH3:34])[c:25]([CH2:27][CH2:28][N:29]4[CH2:30][CH2:31][CH2:32][CH2:33]4)[n:26]3)[cH:20][cH:21]2)[cH:13][cH:14]1. Reactants: CC1=NC(=NC(=C1)C)N1CC2C(C1)CN(C2)C(=O)C2=C(C(=CC=C2)F)I ((5-(4,6-Dimethylpyrimidin-2-yl)hexahydropyrrolo[3,4-c]pyrrol-2(1H)-yl)(3-fluoro-2-iodophenyl)methanone), 2-tributylstannane pyridine, COCCOC (DME). Run at temperature 160 celsius. The product is CC1=NC(=NC(=C1)C)N1CC2C(C1)CN(C2)C(=O)C2=C(C(=CC=C2)F)C2=NC=CC=C2 ((5-(4,6-Dimethylpyrimidin-2-yl)hexahydropyrrolo[3,4-c]pyrrol-2(1H)-yl)(3-fluoro-2-(pyridin-2-yl)phenyl)methanone). As a reaction SMILES: [CH3:1][C:2]1[CH:7]=[C:6]([CH3:8])[N:5]=[C:4]([N:9]2[CH2:13][CH:12]3[CH2:14][N:15]([C:17]([C:19]4[CH:24]=[CH:23][CH:22]=[C:21]([F:25])[C:20]=4I)=[O:18])[CH2:16][CH:11]3[CH2:10]2)[N:3]=1.CO[CH2:29][CH2:30]OC>>[CH3:1][C:2]1[CH:7]=[C:6]([CH3:8])[N:5]=[C:4]([N:9]2[CH2:13][CH:12]3[CH2:14][N:15]([C:17]([C:19]4[CH:24]=[CH:23][CH:22]=[C:21]([F:25])[C:20]=4[C:30]4[CH:29]=[CH:6][CH:7]=[CH:2][N:3]=4)=[O:18])[CH2:16][CH:11]3[CH2:10]2)[N:3]=1. Procedure: (5-(4,6-Dimethylpyrimidin-2-yl)hexahydropyrrolo[3,4-c]pyrrol-2(1H)-yl)(3-fluoro-2-iodophenyl)methanone (51 mg, 0.11 mmol) and 2-tributylstannane pyridine (57 mg, 0.13 mmol) were combined and dissolved in degassed DME then purged with bubbling N2 for 5 minutes. The reaction was treated with Pd(PPh3)4 and then purged with bubbling for 5 minutes in a sealed vessel and then heated to 160° C. in microwave for 90 min. Reaction was filtered through celite, concentrated and purified on 16 g SiO2 with 0-... Starting materials: C1(=CC=C(C=C1)S(=O)(=O)C#N)C (para-toluenesulfonyl cyanide), C(C)(C)(C)OC(=O)N1C(C=2N(CC1)C(=NC2I)C)CCC2=CC(=C(C=C2)C(F)(F)F)F (8-[2-(3-fluoro-4-trifluoromethyl-phenyl)-ethyl]-1-iodo-3-methyl-5,6-dihydro-8H-imidazo[1,5-a]pyrazine-7-carboxylic acid tert-butyl ester), [Li]CCCC (n-BuLi), hexanes, [NH4+].[Cl-] (NH4Cl). Run at temperature -78 celsius, time 15 minute. Yields the product C(C)(C)(C)OC(=O)N1C(C=2N(CC1)C(=NC2C#N)C)CCC2=CC(=C(C=C2)C(F)(F)F)F (1-cyano-8-[2-(3-fluoro-4-trifluoromethyl-phenyl)-ethyl]-3-methyl-5,6-dihydro-8H-imidazo[1,5-a]pyrazine-7-carboxylic acid tert-butyl ester). The solvent is CCOCC (ether), C1CCOC1 (THF), C1CCOC1 (THF), O (water). Procedure details: A cooled (−78° C.) solution of 8-[2-(3-fluoro-4-trifluoromethyl-phenyl)-ethyl]-1-iodo-3-methyl-5,6-dihydro-8H-imidazo[1,5-a]pyrazine-7-carboxylic acid tert-butyl ester (0.666 g; 1.204 mmol) in anhydrous THF (20 ml) was treated dropwise with 1.6M n-BuLi in hexanes (0.76 ml; 1.204 mmol). The resulting reaction mixture was further stirred at −78° C., under nitrogen, for 15 min., and a solution of para-toluenesulfonyl cyanide (0.379 g; 1.987 mmol) in anhydrous THF (5 ml) was then added dropwise. Sti... As a reaction SMILES: [C:1]([O:5][C:6]([N:8]1[CH2:13][CH2:12][N:11]2[C:14]([CH3:18])=[N:15][C:16](I)=[C:10]2[CH:9]1[CH2:19][CH2:20][C:21]1[CH:26]=[CH:25][C:24]([C:27]([F:30])([F:29])[F:28])=[C:23]([F:31])[CH:22]=1)=[O:7])([CH3:4])([CH3:3])[CH3:2].[Li]CCCC.C1(C)C=CC(S([C:46]#[N:47])(=O)=O)=CC=1.[NH4+].[Cl-]>C1COCC1.CCOCC.O>[C:1]([O:5][C:6]([N:8]1[CH2:13][CH2:12][N:11]2[C:14]([CH3:18])=[N:15][C:16]([C:46]#[N:47])=[C:10]2[CH:9]1[CH2:19][CH2:20][C:21]1[CH:26]=[CH:25][C:24]([C:27]([F:30])([F:29])[F:28])=[C:23]([F:31])[CH:22]=1)=[O:7])([CH3:4])([CH3:3])[CH3:2] |f:3.4|.